From a dataset of the Open Reaction Database (ORD), a public repository of structured organic reaction records. describe an organic reaction: reactants, conditions, products, and yield Procedure: To ((3R,5R)-1-benzyl-5-methyl-piperidin-3-yl)-carbamic acid tert-butyl ester (prepared as described in WO2004014893) (0.6 g, 1.971 mmol) Pd(OH)2 on carbon (0.1 g) and EtOH (10 mL) were added and the reaction mixture was stirred at RT under 1 atm of H2. After 2 hours the palladium was filtered off and the solvent was evaporated to give 0.45 g of ((3R,5R)-5-methyl-piperidin-3-yl)-carbamic acid tert-butyl ester as a colorless oil (>95% yield). Solvent: CCO (EtOH). The reagents and catalysts are [OH-].[OH-].[Pd+2] (Pd(OH)2 on carbon). Reactants: C(C)(C)(C)OC(N[C@H]1CN(C[C@@H](C1)C)CC1=CC=CC=C1)=O (((3R,5R)-1-benzyl-5-methyl-piperidin-3-yl)-carbamic acid tert-butyl ester). RXN SMILES: [C:1]([O:5][C:6](=[O:22])[NH:7][C@@H:8]1[CH2:13][C@@H:12]([CH3:14])[CH2:11][N:10](CC2C=CC=CC=2)[CH2:9]1)([CH3:4])([CH3:3])[CH3:2]>[OH-].[OH-].[Pd+2].CCO>[C:1]([O:5][C:6](=[O:22])[NH:7][C@@H:8]1[CH2:13][C@@H:12]([CH3:14])[CH2:11][NH:10][CH2:9]1)([CH3:4])([CH3:2])[CH3:3] |f:1.2.3|. Yield: 106.5%. Yields the product C(C)(C)(C)OC(N[C@H]1CNC[C@@H](C1)C)=O (((3R,5R)-5-methyl-piperidin-3-yl)-carbamic acid tert-butyl ester). The reactants are S(=O)(Cl)Cl (Thionyl chloride), N1=CC(=CC(=C1)C)C (3,5-lutidine). Run in C1(=CC=CC=C1)C (toluene). Product: ClC1=C(C=NC=C1C)C (4-Chloro-3,5-Lutidine). Yield: 75.0%. RXN SMILES: S(Cl)([Cl:3])=O.[N:5]1[CH:10]=[C:9]([CH3:11])[CH:8]=[C:7]([CH3:12])[CH:6]=1>C1(C)C=CC=CC=1>[Cl:3][C:8]1[C:9]([CH3:11])=[CH:10][N:5]=[CH:6][C:7]=1[CH3:12]. Reported procedure: Thionyl chloride was loaded into a reaction vessel equipped with a stirrer, a condenser, a dropping funnel, and a nitrogen bubbler. The temperature was lowered to 0-5ℑ C. and 3,5-lutidine was added dropwise, keeping the temperature between 0 and 10ℑ C. When the addition was complete the reaction mixture was refluxed for 18 hours. The mixture was cooled to 65ℑ C. and toluene (4 volumes) were added. 1.5 volumes of the mixture were distilled under vacuum. The heavy brown precipitate was collected b... Starting materials: BrCCCCCCBr, Cl, [Na+], [OH-], O, OCCOCCc1ccccn1. Yields the product BrCCCCCCOCCOCCc1ccccn1. RXN SMILES: [Br:14][CH2:15][CH2:16][CH2:17][CH2:18][CH2:19][CH2:20][Br:21].[ClH:1].[Na+:23].[OH-:22].[OH2:24].[n:2]1[c:3]([CH2:8][CH2:9][O:10][CH2:11][CH2:12][OH:13])[cH:4][cH:5][cH:6][cH:7]1>>[n:2]1[c:3]([CH2:8][CH2:9][O:10][CH2:11][CH2:12][O:13][CH2:20][CH2:19][CH2:18][CH2:17][CH2:16][CH2:15][Br:14])[cH:4][cH:5][cH:6][cH:7]1. Starting materials: N(=NC(=O)N1CCCCC1)C(=O)N1CCCCC1 (1,1′-(azodicarbonyl)dipiperidine), COC=1C=C(C=CC1OCC=1N=C(SC1C)N1CCCCC1)CO ({3-methoxy-4-[(5-methyl-2-piperidin-1-yl-1,3-thiazol-4-yl)methoxy]phenyl}methanol), OC1=NN(C=C1C=O)C1=CC=CC=C1 (3-hydroxy-1-phenyl-1H-pyrazole-4-carbaldehyde), C(CCC)P(CCCC)CCCC (tributylphosphine). Run in O1CCCC1 (tetrahydrofuran). Conditions: time 15 hour. The product is COC=1C=C(COC2=NN(C=C2C=O)C2=CC=CC=C2)C=CC1OCC=1N=C(SC1C)N1CCCCC1 (3-({3-methoxy-4-[(5-methyl-2-piperidin-1-yl-1,3-thiazol-4-yl)methoxy]benzyl}oxy)-1-phenyl-1H-pyrazole-4-carbaldehyde). Yield: 42.9%. RXN SMILES: [CH3:1][O:2][C:3]1[CH:4]=[C:5]([CH2:23][OH:24])[CH:6]=[CH:7][C:8]=1[O:9][CH2:10][C:11]1[N:12]=[C:13]([N:17]2[CH2:22][CH2:21][CH2:20][CH2:19][CH2:18]2)[S:14][C:15]=1[CH3:16].O[C:26]1[C:30]([CH:31]=[O:32])=[CH:29][N:28]([C:33]2[CH:38]=[CH:37][CH:36]=[CH:35][CH:34]=2)[N:27]=1.C(P(CCCC)CCCC)CCC.N(C(N1CCCCC1)=O)=NC(N1CCCCC1)=O>O1CCCC1>[CH3:1][O:2][C:3]1[CH:4]=[C:5]([CH:6]=[CH:7][C:8]=1[O:9][CH2:10][C:11]1[N:12]=[C:13]([N:17]2[CH2:18][CH2:19][CH2:20][CH2:21][CH2:22]2)[S:14][C:15]=1[CH3:16])[CH2:23][O:24][C:26]1[C:30]([CH:31]=[O:32])=[CH:29][N:28]([C:33]2[CH:34]=[CH:35][CH:36]=[CH:37][CH:38]=2)[N:27]=1. Reported procedure: To a mixture of {3-methoxy-4-[(5-methyl-2-piperidin-1-yl-1,3-thiazol-4-yl)methoxy]phenyl}methanol (0.36 g), 3-hydroxy-1-phenyl-1H-pyrazole-4-carbaldehyde (0.21 g), tributylphosphine (0.30 g) and tetrahydrofuran (50 mL) was added 1,1′-(azodicarbonyl)dipiperidine (0.38 g) at room temperature, and the mixture was stirred for 15 hrs. The precipitated crystals were removed by filtration and the filtrate was concentrated. The residue was subjected to silica gel column chromatography to give 3-({3-meth...